From a dataset of the Open Reaction Database (ORD), a public repository of structured organic reaction records. describe an organic reaction: reactants, conditions, products, and yield Starting materials: FC1=CC=C(C=C1)CN ((4-fluorophenyl)methanamine), FC1=CC=C(N)C=C1 (4-fluoroaniline), CS(=O)(=O)OCCN1N=CN(C1=O)C=1SC(=C(N1)C)C(NCC=1C=NC=CC1)=O (2-(4-(4-methyl-5-(pyridin-3-ylmethylcarbamoyl)thiazol-2-yl)-5-oxo-4,5-dihydro-1H-1,2,4-triazol-1-yl)ethyl methanesulfonate). Yields the product FC1=CC=C(C=C1)NCCN1N=CN(C1=O)C=1SC(=C(N1)C)C(=O)NCC=1C=NC=CC1 (2-(1-(2-(4-fluorophenylamino)ethyl)-5-oxo-1H-1,2,4-triazol-4(5H)-yl)-4-methyl-N-(pyridin-3-ylmethyl)thiazole-5-carboxamide). Procedure: Following the procedure as described in Example 47, making variations as required to replace (4-fluorophenyl)methanamine with 4-fluoroaniline to react with 2-(4-(4-methyl-5-(pyridin-3-ylmethylcarbamoyl)thiazol-2-yl)-5-oxo-4,5-dihydro-1H-1,2,4-triazol-1-yl)ethyl methanesulfonate, the title compound was obtained as a colorless solid in 66% yield: mp 163-164° C. (ethyl acetate/hexane); 1H MNR (300 MHz, CDCl3) δ 8.56 (br s, 1H), 8.51-8.41 (m, 1H), 8.22 (s, 1H), 7.71-7.62 (m, 1H), 7.23-7.19 (m, 1H), ... RXN SMILES: FC1C=CC(CN)=CC=1.[F:10][C:11]1[CH:17]=[CH:16][C:14]([NH2:15])=[CH:13][CH:12]=1.CS(O[CH2:23][CH2:24][N:25]1[C:29](=[O:30])[N:28]([C:31]2[S:32][C:33]([C:37](=[O:46])[NH:38][CH2:39][C:40]3[CH:41]=[N:42][CH:43]=[CH:44][CH:45]=3)=[C:34]([CH3:36])[N:35]=2)[CH:27]=[N:26]1)(=O)=O>>[F:10][C:11]1[CH:17]=[CH:16][C:14]([NH:15][CH2:23][CH2:24][N:25]2[C:29](=[O:30])[N:28]([C:31]3[S:32][C:33]([C:37]([NH:38][CH2:39][C:40]4[CH:41]=[N:42][CH:43]=[CH:44][CH:45]=4)=[O:46])=[C:34]([CH3:36])[N:35]=3)[CH:27]=[N:26]2)=[CH:13][CH:12]=1. Isolated yield 66.0%. Starting materials: C(C)OC(C[C@H](C1=CC=CC=C1)N1C(NC=2C1=NC(=CC2)C)=O)=O ((R)-3-(5-methyl-2-oxo-1,2-dihydro-imidazo[4,5-b]pyridin-3-yl)-3-phenyl-propionic acid ethyl ester), C(=O)([O-])[O-].[K+].[K+] (K2CO3), [I-].CN1C=C(C2=C(C=CC=C12)C)C[N+](C)(C)C ((1,4-dimethyl-1H-indol-3-ylmethyl)-trimethyl-ammonium iodide). Run in CN(C)C=O (DMF), C(C)(=O)OCC (ethyl acetate). Conditions: temperature 60 celsius. Yields the product C(C)OC(C[C@H](C1=CC=CC=C1)N1C(N(C=2C1=NC(=CC2)C)CC2=CN(C1=CC=CC(=C21)C)C)=O)=O ((R)-3-[1-(1,4-Dimethyl-1H-indol-3-ylmethyl)-5-methyl-2-oxo-1,2-dihydro-imidazo[4,5-b]pyridin-3-yl]-3-phenyl-propionic acid ethyl ester). Isolated yield 53.8%. RXN SMILES: [CH2:1]([O:3][C:4](=[O:24])[CH2:5][C@@H:6]([N:13]1[C:17]2=[N:18][C:19]([CH3:22])=[CH:20][CH:21]=[C:16]2[NH:15][C:14]1=[O:23])[C:7]1[CH:12]=[CH:11][CH:10]=[CH:9][CH:8]=1)[CH3:2].C([O-])([O-])=O.[K+].[K+].[I-].[CH3:32][N:33]1[C:41]2[C:36](=[C:37]([CH3:42])[CH:38]=[CH:39][CH:40]=2)[C:35]([CH2:43][N+](C)(C)C)=[CH:34]1>CN(C=O)C.C(OCC)(=O)C>[CH2:1]([O:3][C:4](=[O:24])[CH2:5][C@@H:6]([N:13]1[C:17]2=[N:18][C:19]([CH3:22])=[CH:20][CH:21]=[C:16]2[N:15]([CH2:43][C:35]2[C:36]3[C:41](=[CH:40][CH:39]=[CH:38][C:37]=3[CH3:42])[N:33]([CH3:32])[CH:34]=2)[C:14]1=[O:23])[C:7]1[CH:8]=[CH:9][CH:10]=[CH:11][CH:12]=1)[CH3:2] |f:1.2.3,4.5|. Reported procedure: To a solution of (R)-3-(5-methyl-2-oxo-1,2-dihydro-imidazo[4,5-b]pyridin-3-yl)-3-phenyl-propionic acid ethyl ester (250 mg, 0.77 mmol) in DMF (5 mL) were added K2CO3 (212 mg, 1.54 mmol) and (1,4-dimethyl-1H-indol-3-ylmethyl)-trimethyl-ammonium iodide (397 mg, 1.15 mmol). The reaction mixture was heated to 60° C. for 48 hours. The reaction mixture was then diluted with ethyl acetate and washed with water (×4). The organic phase was dried over Na2SO4 and concentrated. The resulting residue was pur... Run in O1CCOCC1 (dioxane). Starting materials: COC=1N=NC(=CC1)S(=O)(=O)C=1NC2=CC=CC=C2C1 (3-methoxy-6-(indole-2-sulfonyl)-pyridazine), Cl (HCl). Reaction SMILES: C[O:2][C:3]1[N:4]=[N:5][C:6]([S:9]([C:12]2[NH:13][C:14]3[C:19]([CH:20]=2)=[CH:18][CH:17]=[CH:16][CH:15]=3)(=[O:11])=[O:10])=[CH:7][CH:8]=1.Cl>O1CCOCC1>[NH:13]1[C:14]2[C:19](=[CH:18][CH:17]=[CH:16][CH:15]=2)[CH:20]=[C:12]1[S:9]([C:6]1[CH:7]=[CH:8][C:3](=[O:2])[NH:4][N:5]=1)(=[O:11])=[O:10]. Procedure: A mixture of 3-methoxy-6-(indole-2-sulfonyl)-pyridazine (0.58 mmol, 290 mg), conc. HCl (0.5 mL), and dioxane (3 mL) was heated at 100° C. for 2 hours. The reaction mixture was cooled and evaporated to dryness. Water (10 mL) was added to the residue, and the resulting solid, 6-(indole-2-sulfonyl)-pyridazin-3-one was collected and dried (83%, 133 mg); mp 248° C.-249° C. Product: N1C(=CC2=CC=CC=C12)S(=O)(=O)C=1C=CC(NN1)=O (6-(Indole-2-sulfonyl)-2H-pyridazin-3-one). Conditions: temperature 100 celsius. Reactants: S1C(=CC=C1)S(=O)(=O)N (2-thienylsulfonamide), [OH-].[Na+] (NaOH), CN1N=CC(=C1)C(=O)O (1-methylpyrazole-4-carboxylic acid), C(=O)(N1C=NC=C1)N1C=NC=C1 (carbonyldiimidazole). Run in C(C)N(CC)CC (triethylamine), ClCCCl (1,2-dichloroethane). Run at temperature 55 celsius. The product is S1C(=CC=C1)S(=O)(=O)NC(=O)C=1C=NN(C1)C (N-(2-thienylsulfonyl)-1-methylpyrazole-4-carboxamide). The yield is 63.8%. Reaction SMILES: [CH3:1][N:2]1[CH:6]=[C:5]([C:7]([OH:9])=O)[CH:4]=[N:3]1.C(N1C=CN=C1)(N1C=CN=C1)=O.[S:22]1[CH:26]=[CH:25][CH:24]=[C:23]1[S:27]([NH2:30])(=[O:29])=[O:28].[OH-].[Na+]>ClCCCl.C(N(CC)CC)C>[S:22]1[CH:26]=[CH:25][CH:24]=[C:23]1[S:27]([NH:30][C:7]([C:5]1[CH:4]=[N:3][N:2]([CH3:1])[CH:6]=1)=[O:9])(=[O:29])=[O:28] |f:3.4|. Procedure details: 3.8 g of 1-methylpyrazole-4-carboxylic acid and 4.9 g of carbonyldiimidazole in 100 ml of 1,2-dichloroethane are heated at 55° C. for 3.5 h. 4.9 g of 2-thienylsulfonamide and 5.4 ml of triethylamine are added and then the mixture is heated at 55° C. for 13 h. After cooling, 40 ml of 10% strength aqueous NaOH solution are added and then the pH of the aqueous phase is adjusted to 1. The precipitate is removed and dried under reduced pressure. 5.2 g of N-(2-thienylsulfonyl)-1-methylpyrazole-4-carbo... Reactants: Clc1ccc(Br)cc1, CON(C)C(=O)C(C)NC(=O)OCc1ccccc1, C1CCOC1, CC(C)[Mg+], [Cl-], Cl. Yields the product CC(NC(=O)OCc1ccccc1)C(=O)c1ccc(Cl)cc1. As a reaction SMILES: [Br:20][c:21]1[cH:22][cH:23][c:24]([Cl:27])[cH:25][cH:26]1.[CH2:1]([c:2]1[cH:3][cH:4][cH:5][cH:6][cH:7]1)[O:8][C:9]([NH:10][CH:11]([CH3:12])[C:13]([N:14]([O:15][CH3:16])[CH3:17])=[O:18])=[O:19].[CH2:34]1[O:35][CH2:36][CH2:37][CH2:38]1.[CH:29]([Mg+:30])([CH3:31])[CH3:32].[Cl-:28].[ClH:33]>>[CH2:1]([c:2]1[cH:3][cH:4][cH:5][cH:6][cH:7]1)[O:8][C:9]([NH:10][CH:11]([CH3:12])[C:13](=[O:18])[c:21]1[cH:22][cH:23][c:24]([Cl:27])[cH:25][cH:26]1)=[O:19]. Reactants: N1=C(C=CC=C1)N1CCNCC1 (1-pyridin-2-ylpiperazine), FC(OC1=CC=C(C=C1)NC(CCl)=O)(F)F (N-(4-trifluoromethoxyphenyl)-2-chloroacetamide), C([O-])([O-])=O.[Na+].[Na+] (sodium carbonate). Run in CN(C=O)C.O (N,N-dimethylformamide water). Run at time 18 hour. The product is N1=C(C=CC=C1)N1CCN(CC1)CC(=O)NC1=CC=C(C=C1)OC(F)(F)F (2-[4-(2-pyridinyl)-1-piperazinyl]-N-[4-(trifluoromethoxy)phenyl]acetamide). The yield is 28.0%. Reaction SMILES: [N:1]1[CH:6]=[CH:5][CH:4]=[CH:3][C:2]=1[N:7]1[CH2:12][CH2:11][NH:10][CH2:9][CH2:8]1.[F:13][C:14]([F:28])([F:27])[O:15][C:16]1[CH:21]=[CH:20][C:19]([NH:22][C:23](=[O:26])[CH2:24]Cl)=[CH:18][CH:17]=1.C(=O)([O-])[O-].[Na+].[Na+]>CN(C)C=O.O>[N:1]1[CH:6]=[CH:5][CH:4]=[CH:3][C:2]=1[N:7]1[CH2:8][CH2:9][N:10]([CH2:24][C:23]([NH:22][C:19]2[CH:18]=[CH:17][C:16]([O:15][C:14]([F:13])([F:27])[F:28])=[CH:21][CH:20]=2)=[O:26])[CH2:11][CH2:12]1 |f:2.3.4,5.6|. Reported procedure: A mixture of 1-pyridin-2-ylpiperazine (24 mg, 0.15 mmol, Aldrich), N-(4-trifluoromethoxyphenyl)-2-chloroacetamide (51 mg, 0.20 mmol, Maybridge) and sodium carbonate (50 mg) in N,N-dimethylformamide/water (2:1, 2 mL) was shaken at room temperature for 18 hours. The resulting mixture was decanted, concentrated under reduced the residue was purified by preparative HPLC to provide 16 mg (32%) of the desired product. 1H NMR (500 MHz, DMSO-d6) δ 2.60 (t, J=4 Hz, 4H), 3.21 (s, 2H), 3.58 (t, J=4 Hz, 4H)... The reactants are CC(C)(C)c1ccc(OCC(=O)O)cc1, [Cl-], Cl, CS(=O)(=O)Nc1ccc(CN)cc1, c1ccncc1. The product is CC(C)(C)c1ccc(OCC(=O)NCc2ccc(NS(C)(=O)=O)cc2)cc1. RXN SMILES: [C:16]([CH3:17])([CH3:18])([CH3:19])[c:20]1[cH:21][cH:22][c:23]([O:24][CH2:25][C:26](=[O:27])[OH:28])[cH:29][cH:30]1.[Cl-:15].[ClH:1].[NH2:2][CH2:3][c:4]1[cH:5][cH:6][c:7]([NH:10][S:11](=[O:12])(=[O:13])[CH3:14])[cH:8][cH:9]1.[cH:31]1[cH:32][cH:33][n:34][cH:35][cH:36]1>>[NH:2]([CH2:3][c:4]1[cH:5][cH:6][c:7]([NH:10][S:11](=[O:12])(=[O:13])[CH3:14])[cH:8][cH:9]1)[C:26]([CH2:25][O:24][c:23]1[cH:22][cH:21][c:20]([C:16]([CH3:17])([CH3:18])[CH3:19])[cH:30][cH:29]1)=[O:27].